From a dataset of the Open Reaction Database (ORD), a public repository of structured organic reaction records. describe an organic reaction: reactants, conditions, products, and yield As a reaction SMILES: [Cl:1][C:2]1[CH:7]=[C:6]([NH:8][C:9]2[CH:14]=[CH:13][C:12]([F:15])=[CH:11][C:10]=2[F:16])[CH:5]=[CH:4][C:3]=1[C:17]([C:19]1[CH:24]=[C:23]([N:25]2[CH:29]=[C:28]([CH2:30][CH2:31][N:32]3CCO[CH2:34][CH2:33]3)[N:27]=[N:26]2)[CH:22]=[CH:21][C:20]=1[CH3:38])=[O:18].ClC1C=C(NC2C=CC(F)=CC=2F)C=CC=1C(C1C=C(N2C=C(CCOS(C3C=CC(C)=CC=3)(=O)=O)N=N2)C=CC=1C)=O.Cl.C(N)C>>[Cl:1][C:2]1[CH:7]=[C:6]([NH:8][C:9]2[CH:14]=[CH:13][C:12]([F:15])=[CH:11][C:10]=2[F:16])[CH:5]=[CH:4][C:3]=1[C:17]([C:19]1[CH:24]=[C:23]([N:25]2[CH:29]=[C:28]([CH2:30][CH2:31][NH:32][CH2:33][CH3:34])[N:27]=[N:26]2)[CH:22]=[CH:21][C:20]=1[CH3:38])=[O:18] |f:2.3|. Procedure details: The reaction was carried out similarly as described in the preparation of compound 138, using compound 435 (0.24 mmol) and ethylamine hydrochloride (0.55 mg). The crude product was purified by continuous gradient flash chromatography using MeOH/DCM 0:100 to 15:85 as the eluent to afford the title compound. 13C NMR (CDCl3) δ 194.8, 159.4 (dd), 155.8 (dd), 148.6, 144.7, 140.8, 138.3, 135.4, 134.6, 133.9, 132.6, 128.2, 124.9 (dd), 124.1 (dd), 122.2, 120.8, 120.4, 116.1, 112.7, 111.7 (dd), 105.0 (dd... Yields the product ClC1=C(C=CC(=C1)NC1=C(C=C(C=C1)F)F)C(=O)C1=C(C=CC(=C1)N1N=NC(=C1)CCNCC)C ([2-Chloro-4-(2,4-difluoro-phenylamino)-phenyl]-{5-[4-(2-ethylamino-ethyl)-[1,2,3]triazol-1-yl]-2-methyl-phenyl}-methanone). Reactants: ClC1=C(C=CC(=C1)NC1=C(C=C(C=C1)F)F)C(=O)C1=C(C=CC(=C1)N1N=NC(=C1)CCN1CCOCC1)C ([2-Chloro-4-(2,4-difluoro-phenylamino)-phenyl]-{2-methyl-5-[4-(2-morpholin-4-yl-ethyl)-[1,2,3]triazol-1-yl]-phenyl}-methanone), ClC1=C(C(=O)C=2C=C(C=CC2C)N2N=NC(=C2)CCOS(=O)(=O)C2=CC=C(C=C2)C)C=CC(=C1)NC1=C(C=C(C=C1)F)F (Toluene-4-sulfonic acid 2-(1-{3-[2-chloro-4-(2,4-difluoro-phenylamino)-benzoyl]-4-methyl-phenyl}-1H-[1,2,3]triazol-4-yl)-ethyl ester), Cl.C(C)N (ethylamine hydrochloride).